This data is from the Open Reaction Database (ORD), a public repository of structured organic reaction records. The task is: describe an organic reaction: reactants, conditions, products, and yield Isolated yield 38.0%. Run in O (water), O (water), O (water). RXN SMILES: [OH-].[Na+].[NH2:3][C:4]1[CH:9]=[CH:8][CH:7]=[CH:6][C:5]=1[S:10]([OH:13])(=[O:12])=[O:11].Cl.N([O-])=O.[Na+].[S].O.O.O.O.O.O.O.O.O.[S-2:29].[Na+].[Na+]>O>[SH:29][C:4]1[CH:9]=[CH:8][CH:7]=[CH:6][C:5]=1[S:10]([O-:13])(=[O:12])=[O:11].[NH3+:3][C:4]1[CH:9]=[CH:8][CH:7]=[CH:6][CH:5]=1 |f:0.1,4.5,7.8.9.10.11.12.13.14.15.16.17.18,20.21,^3:18|. Reported procedure: Sodium hydroxide (4.01 g) was dissolved in 100 ml of water, and 17.32 g of 2-aminobenzenesulfonic acid was dissolved in the solution. Then, 20 ml of conc. hydrochloric acid was added. To the resulting suspension a solution of 6.90 g of sodium nitrite in 20 ml of water was gradually added at 1° to 3° C. to give the suspension of the diazonium salt. On the other hand, 3.21 g of sulfur and 24.0 g of sodium sulfide nonahydrate were co-melted and then dissolved in 100 ml of water. The suspension of t... The reactants are [OH-].[Na+] (Sodium hydroxide), diazonium salt, N(=O)[O-].[Na+] (sodium nitrite), diazonium salt, O.O.O.O.O.O.O.O.O.[S-2].[Na+].[Na+] (sodium sulfide nonahydrate), NC1=C(C=CC=C1)S(=O)(=O)O (2-aminobenzenesulfonic acid), Cl (hydrochloric acid), [S] (sulfur). The product is SC1=C(C=CC=C1)S(=O)(=O)[O-].[NH3+]C1=CC=CC=C1 (anilinium 2-mercaptobenzenesulfonate). Reactants: O (water), C(C1=CC=CC=C1)N (Benzylamine), ClC(=O)OC1=CC=CC=C1 (phenyl chloroformate), C([O-])([O-])=O.[K+].[K+] (potassium carbonate). Run in O1CCOCC1 (dioxan). Run at time 72 hour. The product is C(C1=CC=CC=C1)NC(OC1=CC=CC=C1)=O (phenyl N-benzylcarbamate). Reaction SMILES: [CH2:1]([NH2:8])[C:2]1[CH:7]=[CH:6][CH:5]=[CH:4][CH:3]=1.Cl[C:10]([O:12][C:13]1[CH:18]=[CH:17][CH:16]=[CH:15][CH:14]=1)=[O:11].C(=O)([O-])[O-].[K+].[K+].O>O1CCOCC1>[CH2:1]([NH:8][C:10](=[O:11])[O:12][C:13]1[CH:18]=[CH:17][CH:16]=[CH:15][CH:14]=1)[C:2]1[CH:7]=[CH:6][CH:5]=[CH:4][CH:3]=1 |f:2.3.4|. Procedure: Benzylamine (53.5 g.) is added during 30 minutes to a stirred suspension of phenyl chloroformate (78.3 g.) and anhydrous potassium carbonate (151.8 g.) in dioxan (500 ml.) and the mixture is stirred at laboratory temperature for 72 hours and then poured into water. The mixture is extracted with ethyl acetate and the extract is washed with water, dried over magnesium sulphate and evaporated to dryness. The residue is stirred with petroleum ether (b.p. 60°-80° C.) and the mixture is filtered. Ther... Starting materials: C(C)OC(=O)C=1N=C(N(C1)C1=NC(=NC=C1)S(=O)(=O)C)C1=CC(=CC=C1)C(F)(F)F (1-(2-methylsulfonylpyrimidin4-yl)-2-(3-trifluoromethylphenyl)-1H-imidazole4-carboxylic acid ethyl ester), C[C@@H](C1=CC=CC=C1)N ((S)-α-methylbenzylamine). The product is C(C)OC(=O)C=1N=C(N(C1)C1=NC(=NC=C1)N[C@@H](C)C1=CC=CC=C1)C1=CC(=CC=C1)C(F)(F)F ((S)-1-[2-(1-phenylethylamino)pyrimidin-4-yl]-2-(3-trifluoromethylphenyl)-1H-imidazole4-carboxylic acid ethyl ester). As a reaction SMILES: [CH2:1]([O:3][C:4]([C:6]1[N:7]=[C:8]([C:21]2[CH:26]=[CH:25][CH:24]=[C:23]([C:27]([F:30])([F:29])[F:28])[CH:22]=2)[N:9]([C:11]2[CH:16]=[CH:15][N:14]=[C:13](S(C)(=O)=O)[N:12]=2)[CH:10]=1)=[O:5])[CH3:2].[CH3:31][C@H:32]([NH2:39])[C:33]1[CH:38]=[CH:37][CH:36]=[CH:35][CH:34]=1>>[CH2:1]([O:3][C:4]([C:6]1[N:7]=[C:8]([C:21]2[CH:26]=[CH:25][CH:24]=[C:23]([C:27]([F:30])([F:29])[F:28])[CH:22]=2)[N:9]([C:11]2[CH:16]=[CH:15][N:14]=[C:13]([NH:39][C@H:32]([C:33]3[CH:38]=[CH:37][CH:36]=[CH:35][CH:34]=3)[CH3:31])[N:12]=2)[CH:10]=1)=[O:5])[CH3:2]. Procedure: A solution of 1-(2-methylsulfonylpyrimidin4-yl)-2-(3-trifluoromethylphenyl)-1H-imidazole4-carboxylic acid ethyl ester (4.5 g, 0.0102 mol) in (S)-α-methylbenzylamine (20 mL) was stirred at room temperature for 30 min. The reaction was partitioned between 300 mL ethyl acetate and 300 mL pH 4.5 citric acid solution (buffered with NaOH) and the ethyl acetate dried over anhydrous magnesium sulfate. Concentration of the ethyl acetate afforded 4.8 g of the title compound. A portion of this material was... Starting materials: ClC1=CC=C(C=C1)[N+](=O)[O-] (1-chloro-4-nitrobenzene), C1(=CC=CC=C1)CCN (2-phenylethylamine), CS(=O)C (dimethylsulfoxide). Run in O (water). Product: C1(=CC=CC=C1)CCNC1=CC=C(C=C1)[N+](=O)[O-] (N-(2-phenylethyl)-p-nitroaniline). RXN SMILES: Cl[C:2]1[CH:7]=[CH:6][C:5]([N+:8]([O-:10])=[O:9])=[CH:4][CH:3]=1.[C:11]1([CH2:17][CH2:18][NH2:19])[CH:16]=[CH:15][CH:14]=[CH:13][CH:12]=1.CS(C)=O>O>[C:11]1([CH2:17][CH2:18][NH:19][C:2]2[CH:7]=[CH:6][C:5]([N+:8]([O-:10])=[O:9])=[CH:4][CH:3]=2)[CH:16]=[CH:15][CH:14]=[CH:13][CH:12]=1. Reported procedure: A mixture of 50 g. of 1-chloro-4-nitrobenzene, 76 g. of 2-phenylethylamine, and 30 ml. of dimethylsulfoxide is heated for 18 hours at 150°C. The resultant reaction mixture is poured into 3 liters of water. The precipitate formed is recovered by filtration and recrystallized from ether to yield the product, N-(2-phenylethyl)-p-nitroaniline; m.p. 57°-59°C. The reactants are BrC1=CC=C(C=C1)O (4-bromophenol), [OH-].[Na+] (sodium hydroxide), O (water), C(CCC)Br (n-butyl bromide). The solvent is C(C)O (ethanol). Reaction conditions: time 4 hour. Product: C(CCC)OC1=CC=C(C=C1)Br (4-n-butoxyphenyl bromide). Isolated yield 78.6%. RXN SMILES: [Br:1][C:2]1[CH:7]=[CH:6][C:5]([OH:8])=[CH:4][CH:3]=1.[OH-].[Na+].[CH2:11](Br)[CH2:12][CH2:13][CH3:14].O>C(O)C>[CH2:11]([O:8][C:5]1[CH:6]=[CH:7][C:2]([Br:1])=[CH:3][CH:4]=1)[CH2:12][CH2:13][CH3:14] |f:1.2|. Reported procedure: In 200 g of ethanol were dissolved 86.5 g (0.5 mol) of 4-bromophenol and 22 g (0.55 mol) of sodium hydroxide. To the solution at 70° C., 75.4 g (0.55 mol) of n-butyl bromide was added dropwise. The solution was allowed to ripen for 4 hours and cooled to room temperature, after which 120 g of water was added. The oily matter was separated therefrom and concentrated by a rotary evaporator, yielding 90 g of 4-n-butoxyphenyl bromide. This was used in the subsequent reaction without further purificat... Reactants: Cc1cc(NC(=O)OC(C)(C)C)c(NC(=O)CC(=O)c2cccc(-c3ccccn3)c2)cc1C(F)(F)F, ClCCl, O=C(O)C(F)(F)F. Yields the product Cc1cc2c(cc1C(F)(F)F)NC(=O)CC(c1cccc(-c3ccccn3)c1)=N2. As a reaction SMILES: [C:1]([O:2][C:3](=[O:4])[NH:7][c:8]1[c:9]([NH:19][C:20]([CH2:21][C:22](=[O:5])[c:23]2[cH:24][c:25](-[c:29]3[n:30][cH:31][cH:32][cH:33][cH:34]3)[cH:26][cH:27][cH:28]2)=[O:36])[cH:10][c:11]([C:15]([F:16])([F:17])[F:18])[c:12]([CH3:14])[cH:13]1)([CH3:6])([CH3:35])[CH3:37].[Cl:45][CH2:46][Cl:47].[F:38][C:39]([F:40])([F:41])[C:42]([OH:43])=[O:44]>>[N:7]1=[C:22]([c:23]2[cH:24][c:25](-[c:29]3[n:30][cH:31][cH:32][cH:33][cH:34]3)[cH:26][cH:27][cH:28]2)[CH2:21][C:20](=[O:36])[NH:19][c:9]2[c:8]1[cH:13][c:12]([CH3:14])[c:11]([C:15]([F:16])([F:17])[F:18])[cH:10]2. Reactants: CCOC(=O)c1nc(Br)sc1Cl, O=C([O-])[O-], C1COCCO1, CC(=O)N1CCCc2ccc(B3OC(C)(C)C(C)(C)O3)cc21, [Cl-], [Cs+], [Cs+], [Li+], O, c1ccc(P(c2ccccc2)(c2ccccc2)[Pd](P(c2ccccc2)(c2ccccc2)c2ccccc2)(P(c2ccccc2)(c2ccccc2)c2ccccc2)P(c2ccccc2)(c2ccccc2)c2ccccc2)cc1. The product is CCOC(=O)c1nc(-c2ccc3c(c2)N(C(C)=O)CCC3)sc1Cl. RXN SMILES: [Br:23][c:24]1[s:25][c:26]([Cl:34])[c:27]([C:29](=[O:30])[O:31][CH2:32][CH3:33])[n:28]1.[C:37](=[O:38])([O-:39])[O-:40].[CH2:121]1[O:122][CH2:123][CH2:124][O:125][CH2:126]1.[CH3:1][C:2]1([CH3:3])[C:4]([CH3:5])([CH3:6])[O:7][B:8]([c:9]2[cH:10][cH:11][c:12]3[c:17]([cH:18]2)[N:16]([C:19]([CH3:20])=[O:21])[CH2:15][CH2:14][CH2:13]3)[O:22]1.[Cl-:36].[Cs+:41].[Cs+:42].[Li+:35].[OH2:120].[cH:43]1[cH:44][cH:45][c:46]([P:47]([Pd:48]([P:49]([c:50]2[cH:51][cH:52][cH:53][cH:54][cH:55]2)([c:56]2[cH:57][cH:58][cH:59][cH:60][cH:61]2)[c:62]2[cH:63][cH:64][cH:65][cH:66][cH:67]2)([P:68]([c:69]2[cH:70][cH:71][cH:72][cH:73][cH:74]2)([c:75]2[cH:76][cH:77][cH:78][cH:79][cH:80]2)[c:81]2[cH:82][cH:83][cH:84][cH:85][cH:86]2)[P:87]([c:88]2[cH:89][cH:90][cH:91][cH:92][cH:93]2)([c:94]2[cH:95][cH:96][cH:97][cH:98][cH:99]2)[c:100]2[cH:101][cH:102][cH:103][cH:104][cH:105]2)([c:106]2[cH:107][cH:108][cH:109][cH:110][cH:111]2)[c:112]2[cH:113][cH:114][cH:115][cH:116][cH:117]2)[cH:118][cH:119]1>>[c:9]1(-[c:24]2[s:25][c:26]([Cl:34])[c:27]([C:29](=[O:30])[O:31][CH2:32][CH3:33])[n:28]2)[cH:10][cH:11][c:12]2[c:17]([cH:18]1)[N:16]([C:19]([CH3:20])=[O:21])[CH2:15][CH2:14][CH2:13]2.